This data is from the Open Reaction Database (ORD), a public repository of structured organic reaction records. The task is: describe an organic reaction: reactants, conditions, products, and yield The reactants are Br, CC(=O)O, COc1ccc(-c2ccc(C(=O)O)cc2)cc1. Yields the product O=C(O)c1ccc(-c2ccc(O)cc2)cc1. Reaction SMILES: [BrH:18].[CH3:19][C:20](=[O:21])[OH:22].[CH3:1][O:2][c:3]1[cH:4][cH:5][c:6](-[c:9]2[cH:10][cH:11][c:12]([C:15](=[O:16])[OH:17])[cH:13][cH:14]2)[cH:7][cH:8]1>>[OH:2][c:3]1[cH:4][cH:5][c:6](-[c:9]2[cH:10][cH:11][c:12]([C:15](=[O:16])[OH:17])[cH:13][cH:14]2)[cH:7][cH:8]1. Starting materials: FC1=C(C=C(C=C1)OC)C=1C=CC(=NC1CC(C)(C)C)COC=1C=C(C=CC1)CCC(=O)OC (methyl 3-(3-((5-(2-fluoro-5-methoxyphenyl)-6-neopentylpyridin-2-yl)methoxy)phenyl)propanoate), [OH-].[Na+] (sodium hydroxide), Cl (Hydrochloric acid). Run in CO (methanol). Conditions: time 1 hour. Yields the product CC(CC1=C(C=CC(=N1)COC=1C=C(C=CC1)CCC(=O)O)C1=C(C=CC(=C1)OC)F)(C)C (3-(3-((6-(2,2-dimethylpropyl)-5-(2-fluoro-5-methoxyphenyl)pyridin-2-yl)methoxy)phenyl)propanoic acid). Isolated yield 77.8%. As a reaction SMILES: [F:1][C:2]1[CH:7]=[CH:6][C:5]([O:8][CH3:9])=[CH:4][C:3]=1[C:10]1[CH:11]=[CH:12][C:13]([CH2:21][O:22][C:23]2[CH:24]=[C:25]([CH2:29][CH2:30][C:31]([O:33]C)=[O:32])[CH:26]=[CH:27][CH:28]=2)=[N:14][C:15]=1[CH2:16][C:17]([CH3:20])([CH3:19])[CH3:18].[OH-].[Na+].Cl>CO>[CH3:18][C:17]([CH3:20])([CH3:19])[CH2:16][C:15]1[N:14]=[C:13]([CH2:21][O:22][C:23]2[CH:24]=[C:25]([CH2:29][CH2:30][C:31]([OH:33])=[O:32])[CH:26]=[CH:27][CH:28]=2)[CH:12]=[CH:11][C:10]=1[C:3]1[CH:4]=[C:5]([O:8][CH3:9])[CH:6]=[CH:7][C:2]=1[F:1] |f:1.2|. Procedure: To a solution of methyl 3-(3-((5-(2-fluoro-5-methoxyphenyl)-6-neopentylpyridin-2-yl)methoxy)phenyl)propanoate (240 mg) in methanol (2.0 mL) was added 1N aqueous sodium hydroxide solution (1.0 mL), and the mixture was stirred at room temperature for 1 hr. 1N Hydrochloric acid (1.0 mL) was added to the reaction mixture, and the mixture was extracted with ethyl acetate. The extract was washed with saturated brine, and dried over anhydrous sodium sulfate. The solvent was evaporated under reduced pre...